Dataset: the Open Reaction Database (ORD), a public repository of structured organic reaction records. Task: describe an organic reaction: reactants, conditions, products, and yield Reactants: [Al+3], C1CCOC1, CN(C)CCCC1(c2ccccc2)C=C(c2cc(F)ccc2F)CN1C(=O)N(C)C, [H-], [H-], [H-], [H-], [Li+]. Reaction SMILES: [Al+3:32].[CH2:37]1[O:38][CH2:39][CH2:40][CH2:41]1.[F:1][c:2]1[c:3]([C:9]2=[CH:10][C:11]([c:19]3[cH:20][cH:21][cH:22][cH:23][cH:24]3)([CH2:25][CH2:26][CH2:27][N:28]([CH3:29])[CH3:30])[N:12]([C:14]([N:15]([CH3:16])[CH3:17])=[O:18])[CH2:13]2)[cH:4][c:5]([F:8])[cH:6][cH:7]1.[H-:31].[H-:34].[H-:35].[H-:36].[Li+:33]>>[F:1][c:2]1[c:3]([C:9]2=[CH:10][C:11]([c:19]3[cH:20][cH:21][cH:22][cH:23][cH:24]3)([CH2:25][CH2:26][CH2:27][N:28]([CH3:29])[CH3:30])[NH:12][CH2:13]2)[cH:4][c:5]([F:8])[cH:6][cH:7]1. The product is CN(C)CCCC1(c2ccccc2)C=C(c2cc(F)ccc2F)CN1. The reactants are COC1=CC=C(CO)C=C1 (4-methoxybenzyl alcohol), BrC=1C(=NC=C(C1)CBr)F (3-Bromo-5-(bromomethyl)-2-fluoropyridine), [Al] (aluminum). The reagents and catalysts are [I-].C(CCC)[N+](CCCC)(CCCC)CCCC (tetrabutylammonium iodide), [Ag-]=O (silver (I) oxide). The solvent is CC#N (MeCN). Reaction conditions: time 8 hour. Product: BrC=1C(=NC=C(C1)COCC1=CC=C(C=C1)OC)F (3-Bromo-2-fluoro-5-((4-methoxybenzyloxy)methyl)pyridine). Yield: 23.8%. RXN SMILES: [Br:1][C:2]1[C:3]([F:10])=[N:4][CH:5]=[C:6]([CH2:8]Br)[CH:7]=1.[CH3:11][O:12][C:13]1[CH:20]=[CH:19][C:16]([CH2:17][OH:18])=[CH:15][CH:14]=1.[Al]>CC#N.[I-].C([N+](CCCC)(CCCC)CCCC)CCC.[Ag-]=O>[Br:1][C:2]1[C:3]([F:10])=[N:4][CH:5]=[C:6]([CH2:8][O:18][CH2:17][C:16]2[CH:19]=[CH:20][C:13]([O:12][CH3:11])=[CH:14][CH:15]=2)[CH:7]=1 |f:4.5|. Procedure details: 3-Bromo-5-(bromomethyl)-2-fluoropyridine (5.63 g, 20.9 mmol) was dissolved in MeCN (135 mL) and 4-methoxybenzyl alcohol (5.20 mL, 41.9 mmol), silver (I) oxide (7.169 g, 30.9 mmol), and tetrabutylammonium iodide (2.208 g, 5.98 mmol) were added. The reaction flask was covered with aluminum foil and the reaction was stirred under nitrogen at room temperature overnight. The reaction was filtered through a pad of Celite® (diatomaceous earth), washing with DCM, MeOH and MeCN. The filtrate was concentr...